This data is from the Open Reaction Database (ORD), a public repository of structured organic reaction records. The task is: describe an organic reaction: reactants, conditions, products, and yield Starting materials: C1=CC=CC=C1 (Benzene), 14, COC1=CC=C(OCCCC(=O)O)C=C1 (γ-(p-methoxyphenoxy)butyric acid), S(=O)(Cl)Cl (thionyl chloride). Solvent: O (water). Run at temperature 60 celsius, time 10 minute. Yields the product COC1=CC=C(OCCCC(=O)Cl)C=C1 (γ-(p-Methoxyphenoxy)butyric acid chloride). RXN SMILES: C1C=CC=CC=1.[CH3:7][O:8][C:9]1[CH:21]=[CH:20][C:12]([O:13][CH2:14][CH2:15][CH2:16][C:17](O)=[O:18])=[CH:11][CH:10]=1.S(Cl)([Cl:24])=O>O>[CH3:7][O:8][C:9]1[CH:21]=[CH:20][C:12]([O:13][CH2:14][CH2:15][CH2:16][C:17]([Cl:24])=[O:18])=[CH:11][CH:10]=1. Procedure details: Benzene (70.0 cc) and 14 0 grams of γ-(p-methoxyphenoxy)butyric acid were agitated with water cooling and 5.74 cc of thionyl chloride was added dropwise. Subsequently, the mixture was agitated for 10 minutes at an internal temperature of 60° C. After the reaction had been completed, the reaction mixture was cooled and transferred to a separate flask and the solvent and excess thionyl chloride were removed in a rotary evaporator. γ-(p-Methoxyphenoxy)butyric acid chloride was obtained as white cry... Starting materials: FC1=C(C=CC(=C1)F)N1NC=2[C@]3(CC[C@@H](C2C1=O)C3(C)C)C ((4R,7S)-2-(2,4-difluoro-phenyl)-7,8,8-trimethyl-1,2,4,5,6,7-hexahydro-4,7-methano-indazol-3-one), FC1=C(C=CC(=C1)F)N1NC=2[C@]3(CC[C@@H](C2C1=O)C3(C)C)C ((4R,7S)-2-(2,4-difluoro-phenyl)-7,8,8-trimethyl-1,2,4,5,6,7-hexahydro-4,7-methano-indazol-3-one), FC1=CC=C(CBr)C=C1 (4-fluorobenzyl bromide). Reagents/catalysts: [I-].C(CCC)[N+](CCCC)(CCCC)CCCC (tetrabutylammonium iodide). Solvent: CN(C=O)C (dimethylformamide). The product is FC1=C(C=CC(=C1)F)N1N(C=2[C@]3(CC[C@@H](C2C1=O)C3(C)C)C)CC3=CC=C(C=C3)F ((4R,7S)-2-(2,4-difluoro-phenyl)-1-(4-fluoro-benzyl)-7,8,8-trimethyl-1,2,4,5,6,7-hexahydro-4,7-methano-indazol-3-one). Yield: 81.0%. As a reaction SMILES: [F:1][C:2]1[CH:7]=[C:6]([F:8])[CH:5]=[CH:4][C:3]=1[N:9]1[C:17](=[O:18])[C:16]2[C@H:15]3[C:19]([CH3:21])([CH3:20])[C@:12]([CH3:22])([CH2:13][CH2:14]3)[C:11]=2[NH:10]1.[F:23][C:24]1[CH:31]=[CH:30][C:27]([CH2:28]Br)=[CH:26][CH:25]=1>[I-].C([N+](CCCC)(CCCC)CCCC)CCC.CN(C)C=O>[F:1][C:2]1[CH:7]=[C:6]([F:8])[CH:5]=[CH:4][C:3]=1[N:9]1[C:17](=[O:18])[C:16]2[C@H:15]3[C:19]([CH3:21])([CH3:20])[C@:12]([CH3:22])([CH2:13][CH2:14]3)[C:11]=2[N:10]1[CH2:28][C:27]1[CH:30]=[CH:31][C:24]([F:23])=[CH:25][CH:26]=1 |f:2.3|. Procedure: A solution of (4R,7S)-2-(2,4-difluoro-phenyl)-7,8,8-trimethyl-1,2,4,5,6,7-hexahydro-4,7-methano-indazol-3-one (Intermediate 42; 152 mg, 0.5 mmol), tetrabutylammonium iodide (195 mg, 0.52 mmol) and 4-fluorobenzyl bromide (0.33 mL, 2.57 mmol) in dimethylformamide (1 mL) was heated at 100° C. in a sealed tube for 9 h. The solvent was evaporated and ethyl acetate was added. The solution was washed with 10% aqueous sodium thiosulfate and brine, dried (sodium sulfate), filtered, evaporated, and purifi... The product is CCN(C(=O)OCc1ccccc1C)c1ccc(Oc2ncnc3cc(OC)c(OC)cc23)cc1Cl. Reactants: CCI, CN(C)C=O, COc1cc2ncnc(Oc3ccc(NC(=O)OCc4ccccc4C)c(Cl)c3)c2cc1OC, [H-], [Na+], O. RXN SMILES: [CH2:42]([CH3:43])[I:44].[CH3:1][N:2]([CH3:3])[CH:4]=[O:5].[Cl:8][c:9]1[c:10]([NH:30][C:31]([O:32][CH2:33][c:34]2[c:35]([CH3:40])[cH:36][cH:37][cH:38][cH:39]2)=[O:41])[cH:11][cH:12][c:13]([O:15][c:16]2[n:17][cH:18][n:19][c:20]3[cH:21][c:22]([O:28][CH3:29])[c:23]([O:26][CH3:27])[cH:24][c:25]23)[cH:14]1.[H-:6].[Na+:7].[OH2:45]>>[Cl:8][c:9]1[c:10]([N:30]([C:31]([O:32][CH2:33][c:34]2[c:35]([CH3:40])[cH:36][cH:37][cH:38][cH:39]2)=[O:41])[CH2:42][CH3:43])[cH:11][cH:12][c:13]([O:15][c:16]2[n:17][cH:18][n:19][c:20]3[cH:21][c:22]([O:28][CH3:29])[c:23]([O:26][CH3:27])[cH:24][c:25]23)[cH:14]1. Starting materials: ClC1=NC(=C2N=CN(C2=N1)C1CCCC1)Cl (2,6-dichloro-9-cyclopentylpurine), COC1=C(CN)C=CC=C1 (2-methoxybenzylamine). Run in C(C)N(CC)CC (triethylamine). Product: ClC1=NC(=C2N=CN(C2=N1)C1CCCC1)NCC1=C(C=CC=C1)OC (2-Chloro-6-[(2-methoxybenzyl)amino]-9-cyclopentylpurine). Reaction SMILES: [Cl:1][C:2]1[N:10]=[C:9]2[C:5]([N:6]=[CH:7][N:8]2[CH:11]2[CH2:15][CH2:14][CH2:13][CH2:12]2)=[C:4](Cl)[N:3]=1.[CH3:17][O:18][C:19]1[CH:26]=[CH:25][CH:24]=[CH:23][C:20]=1[CH2:21][NH2:22]>C(N(CC)CC)C>[Cl:1][C:2]1[N:10]=[C:9]2[C:5]([N:6]=[CH:7][N:8]2[CH:11]2[CH2:15][CH2:14][CH2:13][CH2:12]2)=[C:4]([NH:22][CH2:21][C:20]2[CH:23]=[CH:24][CH:25]=[CH:26][C:19]=2[O:18][CH3:17])[N:3]=1. Procedure: 2-Chloro-6-[(2-methoxybenzyl)amino]-9-cyclopentylpurine is prepared from 2,6-dichloro-9-cyclopentylpurine, 2-methoxybenzylamine, and triethylamine essentially as described above in Example 1, Scheme A, step b.